Dataset: the Open Reaction Database (ORD), a public repository of structured organic reaction records. Task: describe an organic reaction: reactants, conditions, products, and yield Reactants: O=C([O-])[O-], C1COCCO1, Clc1ncc(Cl)c(Cl)n1, [K+], [K+], Nc1ncccn1. The product is Clc1ncc(Cl)c(Nc2ncccn2)n1. Reaction SMILES: [C:17](=[O:18])([O-:19])[O-:20].[CH2:23]1[O:24][CH2:25][CH2:26][O:27][CH2:28]1.[Cl:8][c:9]1[n:10][cH:11][c:12]([Cl:16])[c:13]([Cl:15])[n:14]1.[K+:21].[K+:22].[NH2:1][c:2]1[n:3][cH:4][cH:5][cH:6][n:7]1>>[NH:1]([c:2]1[n:3][cH:4][cH:5][cH:6][n:7]1)[c:13]1[c:12]([Cl:16])[cH:11][n:10][c:9]([Cl:8])[n:14]1. Starting materials: COc1ccc(C=O)cc1, CO, CC(C)(NO)C(C)(C)NO. Product: COc1ccc(C2N(O)C(C)(C)C(C)(C)N2O)cc1. RXN SMILES: [CH3:11][O:12][c:13]1[cH:14][cH:15][c:16]([CH:17]=[O:18])[cH:19][cH:20]1.[CH3:21][OH:22].[OH:1][NH:2][C:3]([CH3:4])([C:5]([CH3:6])([CH3:7])[NH:8][OH:9])[CH3:10]>>[OH:1][N:2]1[C:3]([CH3:4])([CH3:10])[C:5]([CH3:6])([CH3:7])[N:8]([OH:9])[CH:17]1[c:16]1[cH:15][cH:14][c:13]([O:12][CH3:11])[cH:20][cH:19]1.